This data is from the Open Reaction Database (ORD), a public repository of structured organic reaction records. The task is: describe an organic reaction: reactants, conditions, products, and yield The reactants are O=C([O-])[O-], OB(O)c1c(F)cccc1F, COC(=O)c1nc(Br)ccc1N, [Na+], [Na+]. The product is COC(=O)c1nc(-c2c(F)cccc2F)ccc1N. Reaction SMILES: [C:24](=[O:25])([O-:26])[O-:27].[F:13][c:14]1[c:15]([B:21]([OH:22])[OH:23])[c:16]([F:20])[cH:17][cH:18][cH:19]1.[NH2:1][c:2]1[c:3]([C:9](=[O:10])[O:11][CH3:12])[n:4][c:5]([Br:8])[cH:6][cH:7]1.[Na+:28].[Na+:29]>>[NH2:1][c:2]1[c:3]([C:9](=[O:10])[O:11][CH3:12])[n:4][c:5](-[c:15]2[c:14]([F:13])[cH:19][cH:18][cH:17][c:16]2[F:20])[cH:6][cH:7]1. Reactants: C(C1=CC=CC=C1)OC=1C=C(CC2NCCC3=CC(=C(C=C23)OC)OC)C=CC1OC (1-(3-Benzyloxy-4-methoxy-benzyl)-6,7-dimethoxy-1,2,3,4-tetrahydroisoquinoline), BrCC(=O)Br (2-bromoacetyl bromide), C(C1=CC=CC=C1)N (benzylamine). Product: C(C1=CC=CC=C1)OC=1C=C(CC2N(CCC3=CC(=C(C=C23)OC)OC)CC(=O)NCC2=CC=CC=C2)C=CC1OC (2-[1-(3-Benzyloxy-4-methoxy-benzyl)-6,7-dimethoxy-3,4-dihydro-1H-isoquinolin-2-yl]-N-benzyl-acetamide). RXN SMILES: [CH2:1]([O:8][C:9]1[CH:10]=[C:11]([CH:27]=[CH:28][C:29]=1[O:30][CH3:31])[CH2:12][CH:13]1[C:22]2[C:17](=[CH:18][C:19]([O:25][CH3:26])=[C:20]([O:23][CH3:24])[CH:21]=2)[CH2:16][CH2:15][NH:14]1)[C:2]1[CH:7]=[CH:6][CH:5]=[CH:4][CH:3]=1.Br[CH2:33][C:34](Br)=[O:35].[CH2:37]([NH2:44])[C:38]1[CH:43]=[CH:42][CH:41]=[CH:40][CH:39]=1>>[CH2:1]([O:8][C:9]1[CH:10]=[C:11]([CH:27]=[CH:28][C:29]=1[O:30][CH3:31])[CH2:12][CH:13]1[C:22]2[C:17](=[CH:18][C:19]([O:25][CH3:26])=[C:20]([O:23][CH3:24])[CH:21]=2)[CH2:16][CH2:15][N:14]1[CH2:33][C:34]([NH:44][CH2:37][C:38]1[CH:43]=[CH:42][CH:41]=[CH:40][CH:39]=1)=[O:35])[C:2]1[CH:3]=[CH:4][CH:5]=[CH:6][CH:7]=1. Procedure: prepared by reaction of 1-(3-Benzyloxy-4-methoxy-benzyl)-6,7-dimethoxy-1,2,3,4-tetrahydroisoquinoline and 2-bromoacetyl bromide with benzylamine